This data is from the Open Reaction Database (ORD), a public repository of structured organic reaction records. The task is: describe an organic reaction: reactants, conditions, products, and yield The reactants are CC(C)([O-])C.[Na+] (Sodium tert-butoxide), 1,1′-bis(di-tert-butylphsophino)ferrocene palladium dichloride, BrC1=NC(=CC(=C1)C)Br (2,6-dibromo-4-methyl pyridine), NC1=NC=CC(=C1)C(F)(F)F (2-amino-4-trifluoromethyl pyridine). Run at temperature 25 celsius, time 15 minute. Yields the product BrC1=CC(=CC(=N1)NC1=NC=CC(=C1)C(F)(F)F)C (6-bromo-4-methyl-N-[4-(trifluoromethyl)pyridine-2-yl]pyridine-2-amine). Reaction SMILES: CC(C)([O-])C.[Na+].Br[C:8]1[CH:13]=[C:12]([CH3:14])[CH:11]=[C:10]([Br:15])[N:9]=1.[NH2:16][C:17]1[CH:22]=[C:21]([C:23]([F:26])([F:25])[F:24])[CH:20]=[CH:19][N:18]=1>>[Br:15][C:10]1[N:9]=[C:8]([NH:16][C:17]2[CH:22]=[C:21]([C:23]([F:25])([F:24])[F:26])[CH:20]=[CH:19][N:18]=2)[CH:13]=[C:12]([CH3:14])[CH:11]=1 |f:0.1|. Procedure details: Sodium tert-butoxide (5.87 g, 61.1 mmol) and 1,1′-bis(di-tert-butylphsophino)ferrocene palladium dichloride (0.91 g, 1.4 mmol) were added to a solution of 2,6-dibromo-4-methyl pyridine (13.9 g, 55.5 mmol) and 2-amino-4-trifluoromethyl pyridine (9.0 g, 55.5 mmol) in nitrogen sparged dioxane (180 mL). The slurry was evacuated and refilled with nitrogen. The mixture was stirred at 25° C. for 15 minutes and then heated to 75° C. for 12 hours. The reaction mixture was cooled to 25° C., water (20 mL) ... The reactants are [Al+3], C1CCOC1, COc1ccccc1N1CCN(C(=O)C(Oc2ccccc2)c2ccccc2)CC1, CCO, [Cl-], Cl, [H-], [H-], [H-], [H-], [Li+], [NH4+], O. Yields the product COc1ccccc1N1CCN(CC(Oc2ccccc2)c2ccccc2)CC1. RXN SMILES: [Al+3:32].[CH2:40]1[O:41][CH2:42][CH2:43][CH2:44]1.[CH3:1][O:2][c:3]1[c:4]([N:9]2[CH2:10][CH2:11][N:12]([C:15]([CH:16]([c:17]3[cH:18][cH:19][cH:20][cH:21][cH:22]3)[O:23][c:24]3[cH:25][cH:26][cH:27][cH:28][cH:29]3)=[O:30])[CH2:13][CH2:14]2)[cH:5][cH:6][cH:7][cH:8]1.[CH3:46][CH2:47][OH:48].[Cl-:37].[ClH:39].[H-:31].[H-:34].[H-:35].[H-:36].[Li+:33].[NH4+:38].[OH2:45]>>[CH3:1][O:2][c:3]1[c:4]([N:9]2[CH2:10][CH2:11][N:12]([CH2:15][CH:16]([c:17]3[cH:18][cH:19][cH:20][cH:21][cH:22]3)[O:23][c:24]3[cH:25][cH:26][cH:27][cH:28][cH:29]3)[CH2:13][CH2:14]2)[cH:5][cH:6][cH:7][cH:8]1. Starting materials: CN(CCN(C=1SC2=C(N1)C=CC(=C2)NC(C2=CC=C(C=C2)I)=O)C)C (N-{2-[(2-dimethylamino-ethyl)-methyl-amino]-benzothiazol-6-yl}-4-iodo-benzamide), ClC1=C(C=CC(=C1)Cl)B(O)O (2,4-dichloro-phenyl boronic acid). Yields the product CN(CCN(C=1SC2=C(N1)C=CC(=C2)NC(=O)C2=CC=C(C=C2)C2=C(C=C(C=C2)Cl)Cl)C)C (2′,4′-Dichloro-biphenyl-4-carboxylic acid {2-[(2-dimethylamino-ethyl)-methyl-amino]-benzothiazol-6-yl}-amide). The yield is 41.9%. Reaction SMILES: [CH3:1][N:2]([CH3:26])[CH2:3][CH2:4][N:5]([CH3:25])[C:6]1[S:7][C:8]2[CH:14]=[C:13]([NH:15][C:16](=[O:24])[C:17]3[CH:22]=[CH:21][C:20](I)=[CH:19][CH:18]=3)[CH:12]=[CH:11][C:9]=2[N:10]=1.[Cl:27][C:28]1[CH:33]=[C:32]([Cl:34])[CH:31]=[CH:30][C:29]=1B(O)O>>[CH3:1][N:2]([CH3:26])[CH2:3][CH2:4][N:5]([CH3:25])[C:6]1[S:7][C:8]2[CH:14]=[C:13]([NH:15][C:16]([C:17]3[CH:22]=[CH:21][C:20]([C:31]4[CH:30]=[CH:29][C:28]([Cl:27])=[CH:33][C:32]=4[Cl:34])=[CH:19][CH:18]=3)=[O:24])[CH:12]=[CH:11][C:9]=2[N:10]=1. Reported procedure: The title compound is prepared by following a procedure analogous to Example 113, Step 1, using N-{2-[(2-dimethylamino-ethyl)-methyl-amino]-benzothiazol-6-yl}-4-iodo-benzamide (0.15 g, 0.31 mmol) and 2,4-dichloro-phenyl boronic acid (0.072 g, 0.38 mmol) to give the title compound (0.067 g, 0.13 mmol, 43%). LC/MS, Retention time=5.15 min; (m/z): calcd for C25H24Cl2N4OS: 499.5; found: 499.0. The yield is 96.5%. Starting materials: C(C)(C)(C)SN1C(C=2C(C1=O)=CC=CC2)=O (N-(tert-butylthio)phthalimide), SC=1SC2=C(N1)C=CC=C2 (2-mercaptobenzothiazole). Procedure details: 11.8 Grams (0.05 mole) of N-(tert-butylthio)phthalimide and 8.5 grams (0.05 mole) of 2-mercaptobenzothiazole in 200 ml of benzene are stirred at 70° C for 6 hours. The reaction mixture is cooled and filtered to obtain 7.1 grams of phthalimide (white solid, m.p. 231° C). The benzene is stripped from the filtrate by evaporation to give a solid residue. The residue recrystallized from methanol gives 9.3 grams of 2-(tert-butyldithio)benzothiazole, m.p. 80.0°-80.5° C. Another 3.0 grams of product are... Yields the product C1(C=2C(C(N1)=O)=CC=CC2)=O (phthalimide). As a reaction SMILES: C(S[N:6]1[C:10](=[O:11])[C:9]2=[CH:12][CH:13]=[CH:14][CH:15]=[C:8]2[C:7]1=[O:16])(C)(C)C.SC1SC2C=CC=CC=2N=1>C1C=CC=CC=1>[C:10]1(=[O:11])[NH:6][C:7](=[O:16])[C:8]2=[CH:15][CH:14]=[CH:13][CH:12]=[C:9]12. Run in C1=CC=CC=C1 (benzene). Reactants: COc1ccc(Cn2cc(-c3ccnc(Oc4cc(N)c(F)cc4C)n3)cn2)cc1, ClCCl, O=C(O)C(F)(F)F. Product: Cc1cc(F)c(N)cc1Oc1nccc(-c2cn[nH]c2)n1. Reaction SMILES: [CH3:1][O:2][c:3]1[cH:4][cH:5][c:6]([CH2:7][n:8]2[n:9][cH:10][c:11](-[c:13]3[n:14][c:15]([O:19][c:20]4[c:21]([CH3:28])[cH:22][c:23]([F:27])[c:24]([NH2:26])[cH:25]4)[n:16][cH:17][cH:18]3)[cH:12]2)[cH:29][cH:30]1.[Cl:38][CH2:39][Cl:40].[F:31][C:32]([F:33])([F:34])[C:35]([OH:36])=[O:37]>>[nH:8]1[n:9][cH:10][c:11](-[c:13]2[n:14][c:15]([O:19][c:20]3[c:21]([CH3:28])[cH:22][c:23]([F:27])[c:24]([NH2:26])[cH:25]3)[n:16][cH:17][cH:18]2)[cH:12]1. Starting materials: CCc1c(NC(N)=O)c2c(OCC(=O)OC(C)(C)C)cccc2n1Cc1ccccc1-c1ccccc1, CO, C1CCOC1. Yields the product CCc1c(NC(N)=O)c2c(OCC(=O)O)cccc2n1Cc1ccccc1-c1ccccc1. Reaction SMILES: [C:1]([CH3:2])([CH3:3])([CH3:4])[O:5][C:6]([CH2:7][O:8][c:9]1[c:10]2[c:11]([NH:33][C:34](=[O:35])[NH2:36])[c:12]([CH2:31][CH3:32])[n:13]([CH2:18][c:19]3[c:20](-[c:25]4[cH:26][cH:27][cH:28][cH:29][cH:30]4)[cH:21][cH:22][cH:23][cH:24]3)[c:14]2[cH:15][cH:16][cH:17]1)=[O:37].[CH3:43][OH:44].[O:38]1[CH2:39][CH2:40][CH2:41][CH2:42]1>>[O:5]=[C:6]([CH2:7][O:8][c:9]1[c:10]2[c:11]([NH:33][C:34](=[O:35])[NH2:36])[c:12]([CH2:31][CH3:32])[n:13]([CH2:18][c:19]3[c:20](-[c:25]4[cH:26][cH:27][cH:28][cH:29][cH:30]4)[cH:21][cH:22][cH:23][cH:24]3)[c:14]2[cH:15][cH:16][cH:17]1)[OH:37]. The reactants are CC(C)(C)OC(=O)CNC(Cc1ccccc1)C(=O)O, CCN(C(C)C)C(C)C, C1CCOC1, CCN=C=NCCCN(C)C, CCOC(=O)C(Cc1ccccc1I)NC. Yields the product CCOC(=O)C(Cc1ccccc1I)NCC(=O)C(Cc1ccccc1)NCC(=O)OC(C)(C)C. As a reaction SMILES: [C:17]([CH3:18])([CH3:19])([CH3:20])[O:21][C:22](=[O:23])[CH2:24][NH:25][CH:26]([C:27](=[O:28])[OH:29])[CH2:30][c:31]1[cH:32][cH:33][cH:34][cH:35][cH:36]1.[CH2:37]([N:38]([CH:39]([CH3:40])[CH3:41])[CH:42]([CH3:43])[CH3:44])[CH3:45].[CH2:57]1[O:58][CH2:59][CH2:60][CH2:61]1.[CH3:46][CH2:47][N:48]=[C:49]=[N:50][CH2:51][CH2:52][CH2:53][N:54]([CH3:55])[CH3:56].[I:1][c:2]1[c:3]([CH2:8][CH:9]([C:10](=[O:11])[O:12][CH2:13][CH3:14])[NH:15][CH3:16])[cH:4][cH:5][cH:6][cH:7]1>>[I:1][c:2]1[c:3]([CH2:8][CH:9]([C:10](=[O:11])[O:12][CH2:13][CH3:14])[NH:15][CH2:16][C:27]([CH:26]([NH:25][CH2:24][C:22]([O:21][C:17]([CH3:18])([CH3:19])[CH3:20])=[O:23])[CH2:30][c:31]2[cH:32][cH:33][cH:34][cH:35][cH:36]2)=[O:28])[cH:4][cH:5][cH:6][cH:7]1. Reactants: CC(C)(C)c1cc(NC(=O)Oc2ccccc2)n(-c2ccc(C#N)cc2)n1, C1CCOC1, COc1cc2ncnc(Oc3cccc(N)c3)c2cc1OC, CN(C)c1ccncc1. Product: COc1cc2ncnc(Oc3cccc(NC(=O)Nc4cc(C(C)(C)C)nn4-c4ccc(C#N)cc4)c3)c2cc1OC. As a reaction SMILES: [C:23]([CH3:24])([CH3:25])([CH3:26])[c:27]1[n:28][n:29](-[c:42]2[cH:43][cH:44][c:45]([C:48]#[N:49])[cH:46][cH:47]2)[c:30]([NH:32][C:33]([O:34][c:36]2[cH:37][cH:38][cH:39][cH:40][cH:41]2)=[O:35])[cH:31]1.[CH2:50]1[O:51][CH2:52][CH2:53][CH2:54]1.[CH3:1][O:2][c:3]1[cH:4][c:5]2[c:6]([O:15][c:16]3[cH:17][c:18]([NH2:19])[cH:20][cH:21][cH:22]3)[n:7][cH:8][n:9][c:10]2[cH:11][c:12]1[O:13][CH3:14].[CH3:55][N:56]([c:57]1[cH:58][cH:59][n:60][cH:61][cH:62]1)[CH3:63]>>[CH3:1][O:2][c:3]1[cH:4][c:5]2[c:6]([O:15][c:16]3[cH:17][c:18]([NH:19][C:33]([NH:32][c:30]4[n:29](-[c:42]5[cH:43][cH:44][c:45]([C:48]#[N:49])[cH:46][cH:47]5)[n:28][c:27]([C:23]([CH3:24])([CH3:25])[CH3:26])[cH:31]4)=[O:34])[cH:20][cH:21][cH:22]3)[n:7][cH:8][n:9][c:10]2[cH:11][c:12]1[O:13][CH3:14]. Starting materials: CC1(C)OCc2cc(C3CN(CCCCCCOCCOCc4cccc(NC(=O)Nc5cccc(I)c5)c4)C(=O)O3)ccc2O1, CCN(C(C)C)C(C)C, [Cu]I, CN(C)C=O, Cl[Pd]Cl, C#Cc1ccccc1, c1ccc(P(c2ccccc2)c2ccccc2)cc1, c1ccc(P(c2ccccc2)c2ccccc2)cc1. Product: CC1(C)OCc2cc(C3CN(CCCCCCOCCOCc4cccc(NC(=O)Nc5cccc(C#Cc6ccccc6)c5)c4)C(=O)O3)ccc2O1. RXN SMILES: [CH3:1][C:2]1([CH3:46])[O:3][CH2:4][c:5]2[c:6]([cH:8][cH:9][c:10]([CH:12]3[CH2:13][N:14]([CH2:18][CH2:19][CH2:20][CH2:21][CH2:22][CH2:23][O:24][CH2:25][CH2:26][O:27][CH2:28][c:29]4[cH:30][c:31]([NH:35][C:36](=[O:37])[NH:38][c:39]5[cH:40][c:41]([I:45])[cH:42][cH:43][cH:44]5)[cH:32][cH:33][cH:34]4)[C:15](=[O:17])[O:16]3)[cH:11]2)[O:7]1.[CH:55]([N:56]([CH:57]([CH3:58])[CH3:59])[CH2:60][CH3:61])([CH3:62])[CH3:63].[Cu:69][I:70].[O:64]=[CH:65][N:66]([CH3:67])[CH3:68].[Pd:71]([Cl:72])[Cl:73].[c:47]1([C:53]#[CH:54])[cH:48][cH:49][cH:50][cH:51][cH:52]1.[c:74]1([P:75]([c:76]2[cH:77][cH:78][cH:79][cH:80][cH:81]2)[c:82]2[cH:83][cH:84][cH:85][cH:86][cH:87]2)[cH:88][cH:89][cH:90][cH:91][cH:92]1.[c:93]1([P:94]([c:95]2[cH:96][cH:97][cH:98][cH:99][cH:100]2)[c:101]2[cH:102][cH:103][cH:104][cH:105][cH:106]2)[cH:107][cH:108][cH:109][cH:110][cH:111]1>>[CH3:1][C:2]1([CH3:46])[O:3][CH2:4][c:5]2[c:6]([cH:8][cH:9][c:10]([CH:12]3[CH2:13][N:14]([CH2:18][CH2:19][CH2:20][CH2:21][CH2:22][CH2:23][O:24][CH2:25][CH2:26][O:27][CH2:28][c:29]4[cH:30][c:31]([NH:35][C:36](=[O:37])[NH:38][c:39]5[cH:40][c:41]([C:54]#[C:53][c:47]6[cH:48][cH:49][cH:50][cH:51][cH:52]6)[cH:42][cH:43][cH:44]5)[cH:32][cH:33][cH:34]4)[C:15](=[O:17])[O:16]3)[cH:11]2)[O:7]1.